From a dataset of the Open Reaction Database (ORD), a public repository of structured organic reaction records. describe an organic reaction: reactants, conditions, products, and yield Reactants: E1, ClC1=C(C=C(OC2=C(C#N)C=C(C=C2)CO)C=C1)C(F)(F)F.[H-].[Na+] (2-(4-chloro-3-(trifluoromethyl)phenoxy)-5-(hydroxymethyl)benzonitrile NaH), ClC=1C=C2N(C(N1)=O)CCN2C(=O)OC(C)(C)C (tert-butyl 7-chloro-5-oxo-2,3-dihydroimidazo[1,2-c]pyrimidine-1(5H)-carboxylate). Yields the product C(C)(C)(C)OC(=O)N1CCN2C(N=C(C=C21)OCC2=CC(=C(C=C2)OC2=CC(=C(C=C2)Cl)C(F)(F)F)C#N)=O (tert-butyl7-((4-(4-chloro-3-(trifluoromethyl)phenoxy)-3-cyanobenzyl)oxy)-5-oxo-2,3-dihydroimidazo[1,2-c]pyrimidine-1(5H)-carboxylate). As a reaction SMILES: [Cl:1][C:2]1[CH:18]=[CH:17][C:5]([O:6][C:7]2[CH:14]=[CH:13][C:12]([CH2:15][OH:16])=[CH:11][C:8]=2[C:9]#[N:10])=[CH:4][C:3]=1[C:19]([F:22])([F:21])[F:20].[H-].[Na+].Cl[C:26]1[CH:27]=[C:28]2[N:35]([C:36]([O:38][C:39]([CH3:42])([CH3:41])[CH3:40])=[O:37])[CH2:34][CH2:33][N:29]2[C:30](=[O:32])[N:31]=1>>[C:39]([O:38][C:36]([N:35]1[C:28]2[N:29]([C:30](=[O:32])[N:31]=[C:26]([O:16][CH2:15][C:12]3[CH:13]=[CH:14][C:7]([O:6][C:5]4[CH:17]=[CH:18][C:2]([Cl:1])=[C:3]([C:19]([F:20])([F:21])[F:22])[CH:4]=4)=[C:8]([C:9]#[N:10])[CH:11]=3)[CH:27]=2)[CH2:33][CH2:34]1)=[O:37])([CH3:42])([CH3:40])[CH3:41] |f:0.1.2|. Procedure details: The title compound was prepared by a procedure similar to that described for E1 starting from 2-(4-chloro-3-(trifluoromethyl)phenoxy)-5-(hydroxymethyl)benzonitrile NaH and tert-butyl 7-chloro-5-oxo-2,3-dihydroimidazo[1,2-c]pyrimidine-1(5H)-carboxylate. Reactants: CS(C)=O, CCOC(C)=O, CCN(C(C)C)C(C)C, Nc1cc(Oc2ccc3c(c2)CCCN3)ncn1, O, O=C(Nc1ccc(CN2CCCC2)c(C(F)(F)F)c1)Oc1ccccc1. Product: Nc1cc(Oc2ccc3c(c2)CCCN3C(=O)Nc2ccc(CN3CCCC3)c(C(F)(F)F)c2)ncn1. Reaction SMILES: [CH3:55][S:56]([CH3:57])=[O:58].[CH3:59][CH2:60][O:61][C:62]([CH3:63])=[O:64].[CH:45]([N:46]([CH:47]([CH3:48])[CH3:49])[CH2:50][CH3:51])([CH3:52])[CH3:53].[NH2:1][c:2]1[cH:3][c:4]([O:8][c:9]2[cH:10][c:11]3[c:16]([cH:17][cH:18]2)[NH:15][CH2:14][CH2:13][CH2:12]3)[n:5][cH:6][n:7]1.[OH2:54].[c:19]1([O:25][C:26](=[O:20])[NH:27][c:28]2[cH:29][c:30]([C:40]([F:41])([F:42])[F:43])[c:31]([CH2:34][N:35]3[CH2:36][CH2:37][CH2:38][CH2:39]3)[cH:32][cH:33]2)[cH:21][cH:22][cH:23][cH:24][cH:44]1>>[NH2:1][c:2]1[cH:3][c:4]([O:8][c:9]2[cH:10][c:11]3[c:16]([cH:17][cH:18]2)[N:15]([C:26](=[O:25])[NH:27][c:28]2[cH:29][c:30]([C:40]([F:41])([F:42])[F:43])[c:31]([CH2:34][N:35]4[CH2:36][CH2:37][CH2:38][CH2:39]4)[cH:32][cH:33]2)[CH2:14][CH2:13][CH2:12]3)[n:5][cH:6][n:7]1. Yields the product COc1ccccc1-c1ccc([N+](=O)[O-])c(N)c1C#N. The reactants are COc1ccccc1B(O)O, CCOC(C)=O, CN(C)c1ccccc1-c1ccccc1P(C1CCCCC1)C1CCCCC1, [K+], [K+], [K+], N#Cc1c(Cl)ccc([N+](=O)[O-])c1N, O=C(C=Cc1ccccc1)C=Cc1ccccc1, O=C(C=Cc1ccccc1)C=Cc1ccccc1, O=C(C=Cc1ccccc1)C=Cc1ccccc1, O=P([O-])([O-])[O-], [Pd], [Pd]. As a reaction SMILES: [CH3:14][O:15][c:16]1[c:17]([B:22]([OH:23])[OH:24])[cH:18][cH:19][cH:20][cH:21]1.[CH3:61][CH2:62][O:63][C:64]([CH3:65])=[O:66].[CH:33]1([P:34]([CH:35]2[CH2:36][CH2:37][CH2:38][CH2:39][CH2:40]2)[c:41]2[cH:42][cH:43][cH:44][cH:45][c:46]2-[c:47]2[cH:48][cH:49][cH:50][cH:51][c:52]2[N:53]([CH3:54])[CH3:55])[CH2:56][CH2:57][CH2:58][CH2:59][CH2:60]1.[K+:30].[K+:31].[K+:32].[NH2:1][c:2]1[c:3]([C:4]#[N:5])[c:6]([Cl:13])[cH:7][cH:8][c:9]1[N+:10](=[O:11])[O-:12].[O:105]=[C:106]([CH:107]=[CH:108][c:109]1[cH:110][cH:111][cH:112][cH:113][cH:114]1)[CH:115]=[CH:116][c:117]1[cH:118][cH:119][cH:120][cH:121][cH:122]1.[O:69]=[C:70]([CH:71]=[CH:72][c:73]1[cH:74][cH:75][cH:76][cH:77][cH:78]1)[CH:79]=[CH:80][c:81]1[cH:82][cH:83][cH:84][cH:85][cH:86]1.[O:87]=[C:88]([CH:89]=[CH:90][c:91]1[cH:92][cH:93][cH:94][cH:95][cH:96]1)[CH:97]=[CH:98][c:99]1[cH:100][cH:101][cH:102][cH:103][cH:104]1.[P:25]([O-:26])([O-:27])([O-:28])=[O:29].[Pd:67].[Pd:68]>>[NH2:1][c:2]1[c:3]([C:4]#[N:5])[c:6](-[c:17]2[c:16]([O:15][CH3:14])[cH:21][cH:20][cH:19][cH:18]2)[cH:7][cH:8][c:9]1[N+:10](=[O:11])[O-:12]. The reactants are ClC1=C(C=CC(=C1)Cl)C=1C=2C3C(NC2C=CC1)CCN(CC3)C(=O)OC(C)(C)C (tert-butyl 10-(2,4-dichlorophenyl)-1,4,5,5a,6,10b-hexahydroazepino[4,5-b]indole-3(2H)-carboxylate), C1(=CC=CC=C1)OCCBr (2-bromoethyl phenyl ether), C(=O)(O)[O-].[Na+] (NaHCO3). The solvent is CN(C)C=O (DMF). Reaction conditions: time 24 hour. Product: ClC1=C(C=CC(=C1)Cl)C=1C=2C3C(N(C2C=CC1)CCOC1=CC=CC=C1)CCN(CC3)C(=O)OC(C)(C)C (tert-butyl 10-(2,4-dichlorophenyl)-6-(2-phenoxyethyl)-1,4,5,5a,6,10b-hexahydroazepino[4,5-b]indole-3(2H)-carboxylate). RXN SMILES: [Cl:1][C:2]1[CH:7]=[C:6]([Cl:8])[CH:5]=[CH:4][C:3]=1[C:9]1[C:10]2[CH:11]3[CH2:22][CH2:21][N:20]([C:23]([O:25][C:26]([CH3:29])([CH3:28])[CH3:27])=[O:24])[CH2:19][CH2:18][CH:12]3[NH:13][C:14]=2[CH:15]=[CH:16][CH:17]=1.[C:30]1([O:36][CH2:37][CH2:38]Br)[CH:35]=[CH:34][CH:33]=[CH:32][CH:31]=1.C([O-])(O)=O.[Na+]>CN(C=O)C>[Cl:1][C:2]1[CH:7]=[C:6]([Cl:8])[CH:5]=[CH:4][C:3]=1[C:9]1[C:10]2[CH:11]3[CH2:22][CH2:21][N:20]([C:23]([O:25][C:26]([CH3:29])([CH3:28])[CH3:27])=[O:24])[CH2:19][CH2:18][CH:12]3[N:13]([CH2:38][CH2:37][O:36][C:30]3[CH:35]=[CH:34][CH:33]=[CH:32][CH:31]=3)[C:14]=2[CH:15]=[CH:16][CH:17]=1 |f:2.3|. Reported procedure: To a solution of tert-butyl 10-(2,4-dichlorophenyl)-1,4,5,5a,6,10b-hexahydroazepino[4,5-b]indole-3(2H)-carboxylate (54 mg) in DMF (1.2 ml) was added KH (10 mg) and 2-bromoethyl phenyl ether (30 mg). The reaction mixture was stirred 24 h, poured into satd NaHCO3, extracted with CH2Cl2, dried over MgSO4, filtered and concentrated. Purification via flash chromatography provided the title compound: 1H NMR (CDCl3) δ 1.63, 2.30-2.50, 2.92, 3.14, 3.42, 3.75, 4.26, 4.53, 6.84, 6.96, 7.20-7.51. Product: C(C1=CC=CC=C1)[C@H]1CN(CCN1)S(=O)(=O)C=1SC=CC1 ((3S)-3-benzyl-1-(2-thiophenylsulfonyl)piperazine). Reaction SMILES: [S:1]1[CH:5]=[CH:4][CH:3]=[C:2]1[S:6](Cl)(=[O:8])=[O:7].Cl.[CH2:11]([C@H:18]1[CH2:23][NH:22][CH2:21][CH2:20][NH:19]1)[C:12]1[CH:17]=[CH:16][CH:15]=[CH:14][CH:13]=1.CCN(C(C)C)C(C)C>C(Cl)Cl>[CH2:11]([C@@H:18]1[NH:19][CH2:20][CH2:21][N:22]([S:6]([C:2]2[S:1][CH:5]=[CH:4][CH:3]=2)(=[O:8])=[O:7])[CH2:23]1)[C:12]1[CH:13]=[CH:14][CH:15]=[CH:16][CH:17]=1 |f:1.2|. Reported procedure: 2-Thiophenesulfonyl chloride (2.6 g, 14 mmol, Sigma-Aldrich, St. Louis, Mo.) was added to a stirring solution of (2S)-2-benzylpiperazine hydrochloride (4.5 g, 18 mmol), Hünig's base, (16 mL, 90 mmol), and CH2Cl2 (90 mL) at room temperature. After 3 h, silica gel (29 g) was added to the reaction mixture and the volatiles were removed in vacuo. The residue was subjected to column chromatography (120 g of silica, 2% MeOH in CH2Cl2) to give (3S)-3-benzyl-1-(2-thiophenylsulfonyl)piperazine (5.0 g) as... Isolated yield 110.8%. Solvent: C(Cl)Cl (CH2Cl2). The reactants are S1C(=CC=C1)S(=O)(=O)Cl (2-Thiophenesulfonyl chloride), Cl.C(C1=CC=CC=C1)[C@@H]1NCCNC1 ((2S)-2-benzylpiperazine hydrochloride), CCN(C(C)C)C(C)C (Hünig's base). Conditions: time 3 hour. The reactants are FC=1C=C(C=C(C1)F)CC(=O)O (3,5-difluorophenylacetic acid), NC(C)C=1N(CC(N1)(CC1=CC=CC=C1)C(=O)OC)C(=O)OC(C)(C)C (2-(1-aminoethyl)-1-tert-butoxycarbonyl-4-methoxycarbonyl-4-phenylmethyl-2-imidazoline), hexanes EtOAc. Yields the product C(C)(C)(C)OC(=O)N1C(=NC(C1)(CC1=CC=CC=C1)C(=O)OC)C(C)NC(CC1=CC(=CC(=C1)F)F)=O (1-tert-butoxycarbonyl-2-[1-(3,5-difluorophenylacetamido)ethyl]-4-methoxycarbonyl-4-phenylmethyl-2-imidazoline). As a reaction SMILES: [F:1][C:2]1[CH:3]=[C:4]([CH2:9][C:10]([OH:12])=O)[CH:5]=[C:6]([F:8])[CH:7]=1.[NH2:13][CH:14]([C:16]1[N:17]([C:32]([O:34][C:35]([CH3:38])([CH3:37])[CH3:36])=[O:33])[CH2:18][C:19]([C:28]([O:30][CH3:31])=[O:29])([CH2:21][C:22]2[CH:27]=[CH:26][CH:25]=[CH:24][CH:23]=2)[N:20]=1)[CH3:15]>>[C:35]([O:34][C:32]([N:17]1[CH2:18][C:19]([C:28]([O:30][CH3:31])=[O:29])([CH2:21][C:22]2[CH:27]=[CH:26][CH:25]=[CH:24][CH:23]=2)[N:20]=[C:16]1[CH:14]([NH:13][C:10](=[O:12])[CH2:9][C:4]1[CH:5]=[C:6]([F:8])[CH:7]=[C:2]([F:1])[CH:3]=1)[CH3:15])=[O:33])([CH3:37])([CH3:36])[CH3:38]. Procedure: Following General Procedure C above and using 3,5-difluorophenylacetic acid (Aldrich) and 1-tert-butoxycarbonyl-2-(1-aminoethyl)-4-methoxycarbonyl-4-phenylmethyl-2-imidazoline (Example J), the title compound was prepared as an amorphous solid. The reaction was monitored by tlc (Rf=0.34 in 2:1 hexanes/EtOAc) and the product was purified by flash column chromatography. The reactants are C(C1=CC=CC=C1)OC1=NC=CN=C1CC1=CC=C(C=C1)CC (2-benzyloxy-3-(4-ethylbenzyl)pyrazine). Reagents/catalysts: [C].[Pd] (palladium carbon). Run in C(C)O (ethanol). Run at time 18 hour. Yields the product C(C)C1=CC=C(CC=2C(NC=CN2)=O)C=C1 (3-(4-ethylbenzyl)-1H-pyrazin-2-one). Isolated yield 40.6%. RXN SMILES: C([O:8][C:9]1[C:14]([CH2:15][C:16]2[CH:21]=[CH:20][C:19]([CH2:22][CH3:23])=[CH:18][CH:17]=2)=[N:13][CH:12]=[CH:11][N:10]=1)C1C=CC=CC=1>[C].[Pd].C(O)C>[CH2:22]([C:19]1[CH:20]=[CH:21][C:16]([CH2:15][C:14]2[C:9](=[O:8])[NH:10][CH:11]=[CH:12][N:13]=2)=[CH:17][CH:18]=1)[CH3:23] |f:1.2|. Procedure: Next, a mixture of 2-benzyloxy-3-(4-ethylbenzyl)pyrazine (420 mg, 1.38 mmol), 10% palladium carbon (40 mg) and ethanol (5 mL) was stirred under a hydrogen atmosphere for 18 hours. After filtration to remove the insoluble materials, the filtrate was purified by silica gel column chromatography (hexane:ethyl acetate=1:2) to give 3-(4-ethylbenzyl)-1H-pyrazin-2-one (120 mg, 40%) as a yellow crystal.